From a dataset of the Open Reaction Database (ORD), a public repository of structured organic reaction records. describe an organic reaction: reactants, conditions, products, and yield Reactants: CC(=O)C1(CN(Cc2ccccc2)Cc2ccccc2)CCOC1=O, CCCCCCCCCCCCCCCC[N+](C)(C)Cc1ccccc1, CCOCC, [Cl-], [Na+], [OH-]. As a reaction SMILES: [C:1](=[O:2])([CH3:3])[C:4]1([CH2:10][N:11]([CH2:12][c:13]2[cH:14][cH:15][cH:16][cH:17][cH:18]2)[CH2:19][c:20]2[cH:21][cH:22][cH:23][cH:24][cH:25]2)[C:5](=[O:9])[O:6][CH2:7][CH2:8]1.[CH2:29]([N+:30]([CH3:31])([CH3:32])[CH2:33][c:34]1[cH:35][cH:36][cH:37][cH:38][cH:39]1)[CH2:40][CH2:41][CH2:42][CH2:43][CH2:44][CH2:45][CH2:46][CH2:47][CH2:48][CH2:49][CH2:50][CH2:51][CH2:52][CH2:53][CH3:54].[CH3:55][CH2:56][O:57][CH2:58][CH3:59].[Cl-:28].[Na+:27].[OH-:26]>>[CH:4]1([CH2:10][N:11]([CH2:12][c:13]2[cH:14][cH:15][cH:16][cH:17][cH:18]2)[CH2:19][c:20]2[cH:21][cH:22][cH:23][cH:24][cH:25]2)[C:5](=[O:9])[O:6][CH2:7][CH2:8]1. Product: O=C1OCCC1CN(Cc1ccccc1)Cc1ccccc1. Product: CC(=O)O, O=[Cr](=O)(O)O. Reaction SMILES: [CH3:13][C:14](=[O:15])[OH:16].[CH3:6][C:7](=[O:8])[O:9][C:10](=[O:11])[CH3:12].[Cr:1](=[O:2])(=[O:3])([OH:4])[OH:5]>>[CH3:6][C:7](=[O:8])[OH:9].[Cr:1](=[O:2])(=[O:3])([OH:4])[OH:5]. Reactants: CC(=O)O, CC(=O)OC(C)=O, O=[Cr](=O)(O)O. The reactants are C(#N)C1=CC(=C(C(=O)OC)C=C1)OC (methyl 4-cyano-2-methoxybenzoate), NO (hydroxylamine). The solvent is CCO (EtOH). Run at temperature 60 celsius, time 60 minute. The product is NC(C1=CC(=C(C(=O)OC)C=C1)OC)=NO (methyl 4-[amino(hydroxyimino)methyl]-2-methoxybenzoate). Reaction SMILES: [C:1]([C:3]1[CH:12]=[CH:11][C:6]([C:7]([O:9][CH3:10])=[O:8])=[C:5]([O:13][CH3:14])[CH:4]=1)#[N:2].[NH2:15][OH:16]>CCO>[NH2:2][C:1](=[N:15][OH:16])[C:3]1[CH:12]=[CH:11][C:6]([C:7]([O:9][CH3:10])=[O:8])=[C:5]([O:13][CH3:14])[CH:4]=1. Procedure: To a suspension of methyl 4-cyano-2-methoxybenzoate, obtained in step 1 (155 mg; 0.81 mmol; 1 eq.) in EtOH (1.55 mL) was added hydroxylamine (50% in water) (0.24 mL; 4.05 mmol; 5 eq.). The reaction mixture was stirred at 60° C. for 60 min. Solvents were removed to dryness, to afford the title compound as a yellow powder. 1H NMR (DMSO-d6, 400 MHz) δ 10.62 (br s, 1H), 9.85 (s, 1H), 7.64 (d, J=7.9 Hz, 1H), 7.40 (s, 1H), 7.35-7.31 (m, 2H), 5.95 (br s, 2H), 3.85 (s, 3H), 3.78 (s, 3H). Starting materials: CCCCCCC, CS(C)=O, FC(F)(F)Oc1ccc(C(=CC[P+](c2ccccc2)(c2ccccc2)c2ccccc2)C2CC2)cc1, [Cl-], Cl, O=Cc1ccc(F)c(Oc2ccccc2)c1, [H-], [Na+]. Yields the product Fc1ccc(C=CC=C(c2ccc(OC(F)(F)F)cc2)C2CC2)cc1Oc1ccccc1. RXN SMILES: [CH3:57][CH2:58][CH2:59][CH2:60][CH2:61][CH2:62][CH3:63].[CH3:64][S:65](=[O:66])[CH3:67].[CH:4]1([C:7](=[CH:8][CH2:9][P+:10]([c:11]2[cH:12][cH:13][cH:14][cH:15][cH:16]2)([c:17]2[cH:18][cH:19][cH:20][cH:21][cH:22]2)[c:23]2[cH:24][cH:25][cH:26][cH:27][cH:28]2)[c:29]2[cH:30][cH:31][c:32]([O:35][C:36]([F:37])([F:38])[F:39])[cH:33][cH:34]2)[CH2:5][CH2:6]1.[Cl-:3].[ClH:56].[F:40][c:41]1[c:42]([O:49][c:50]2[cH:51][cH:52][cH:53][cH:54][cH:55]2)[cH:43][c:44]([CH:45]=[O:46])[cH:47][cH:48]1.[H-:1].[Na+:2]>>[CH:4]1([C:7](=[CH:8][CH:9]=[CH:45][c:44]2[cH:43][c:42]([O:49][c:50]3[cH:51][cH:52][cH:53][cH:54][cH:55]3)[c:41]([F:40])[cH:48][cH:47]2)[c:29]2[cH:30][cH:31][c:32]([O:35][C:36]([F:37])([F:38])[F:39])[cH:33][cH:34]2)[CH2:5][CH2:6]1. Reactants: CCOC(=O)c1cnc2c(c1O)C(=O)CCC2, Cl, [Na+], [OH-], O. Yields the product O=C(O)c1cnc2c(c1O)C(=O)CCC2. RXN SMILES: [CH2:1]([CH3:2])[O:3][C:4](=[O:5])[c:6]1[cH:7][n:8][c:9]2[c:14]([c:15]1[OH:16])[C:13](=[O:17])[CH2:12][CH2:11][CH2:10]2.[ClH:20].[Na+:19].[OH-:18].[OH2:21]>>[O:3]=[C:4]([OH:5])[c:6]1[cH:7][n:8][c:9]2[c:14]([c:15]1[OH:16])[C:13](=[O:17])[CH2:12][CH2:11][CH2:10]2. The reactants are C(C)(C)(C)OC(=O)N1C[C@H]2CC3=CC=C(N=C3N2[C@@H](C1)C)COCCO ((4R,9aR)-6-(2-hydroxy-ethoxymethyl)-4-methyl-3,4,9,9a-tetrahydro-1H-2,4a,5-triaza-fluorene-2-carboxylic acid tert-butyl ester), C(C)(C)(C)OC(=O)N1C[C@H]2CC3=CC=C(N=C3N2[C@@H](C1)C)COCCO ((4R,9aR)-6-(2-hydroxy-ethoxymethyl)-4-methyl-3,4,9,9a-tetrahydro-1H-2,4a,5-triaza-fluorene-2-carboxylic acid tert-butyl ester), C(C)(C)(C)[Li] (tert-butyllithium), FC(CC=O)(F)F (3,3,3-trifluoropropanal). Yields the product C(C)(C)(C)OC(=O)N1C[C@H]2CC3=CC=C(N=C3N2[C@@H](C1)C)C(CC(F)(F)F)O ((4R,9aR)-4-Methyl-6-((RS)-3,3,3-trifluoro-1-hydroxy-propyl)-3,4,9,9a-tetrahydro-1H-2,4a,5-triaza-fluorene-2-carboxylic acid tert-butyl ester). As a reaction SMILES: [C:1]([O:5][C:6]([N:8]1[CH2:20][C@@H:19]([CH3:21])[N:18]2[C@H:10]([CH2:11][C:12]3[C:17]2=[N:16][C:15]([CH2:22][O:23]CCO)=[CH:14][CH:13]=3)[CH2:9]1)=[O:7])([CH3:4])([CH3:3])[CH3:2].C([Li])(C)(C)C.[F:32][C:33]([F:38])([F:37])[CH2:34]C=O>>[C:1]([O:5][C:6]([N:8]1[CH2:20][C@@H:19]([CH3:21])[N:18]2[C@H:10]([CH2:11][C:12]3[C:17]2=[N:16][C:15]([CH:22]([OH:23])[CH2:34][C:33]([F:38])([F:37])[F:32])=[CH:14][CH:13]=3)[CH2:9]1)=[O:7])([CH3:3])([CH3:4])[CH3:2]. Procedure: This compound was prepared in analogy to Example 38 intermediate, from (4R,9aR)-6-bromo-4-methyl-3,4,9,9a-tetrahydro-1H-2,4a,5-triaza-fluorene-2-carboxylic acid tert-butyl ester (Example 5, intermediate b), tert-butyllithium and 3,3,3-trifluoropropanal. Reactants: COC(C1=CC(=CC(=C1)N1C(CCC1)=O)O)=O (3-hydroxy-5-(2-oxopyrrolidin-1-yl)-benzoic acid methyl ester), C(C1=CC=CC=C1)OCCCO (3-benzyloxypropan-1-ol), C1(=CC=CC=C1)P(C1=CC=CC=C1)C1=CC=CC=C1 (triphenyl phosphine), CCOC(=O)/N=N/C(=O)OCC (DEAD). Run in C1CCOC1 (THF). Run at time 16 hour. The product is COC(C1=CC(=CC(=C1)N1C(CCC1)=O)OCCCOCC1=CC=CC=C1)=O (3-(3-Benzyloxy-propoxy)-5-(2-oxo-pyrrolidin-1-yl)-benzoic acid methyl ester). As a reaction SMILES: [CH3:1][O:2][C:3](=[O:17])[C:4]1[CH:9]=[C:8]([N:10]2[CH2:14][CH2:13][CH2:12][C:11]2=[O:15])[CH:7]=[C:6]([OH:16])[CH:5]=1.[CH2:18]([O:25][CH2:26][CH2:27][CH2:28]O)[C:19]1[CH:24]=[CH:23][CH:22]=[CH:21][CH:20]=1.C1(P(C2C=CC=CC=2)C2C=CC=CC=2)C=CC=CC=1.CCOC(/N=N/C(OCC)=O)=O>C1COCC1>[CH3:1][O:2][C:3](=[O:17])[C:4]1[CH:9]=[C:8]([N:10]2[CH2:14][CH2:13][CH2:12][C:11]2=[O:15])[CH:7]=[C:6]([O:16][CH2:28][CH2:27][CH2:26][O:25][CH2:18][C:19]2[CH:24]=[CH:23][CH:22]=[CH:21][CH:20]=2)[CH:5]=1. Procedure details: A solution of 3-hydroxy-5-(2-oxopyrrolidin-1-yl)-benzoic acid methyl ester (D37) (300 mg, 1.28 mmol, 1 equiv), 3-benzyloxypropan-1-ol (0.28 ml, 1.79 mmol, 1.4 equiv) and triphenyl phosphine (470 mg, 1.79 mmol, 1.4 equiv) in THF (10 ml) at room temperature was treated dropwise with DEAD (0.282 ml, 1.79 mmol, 1.4 equiv). The mixture was stirred for 16 h at room temperature then concentrated in vacuo. Purification by flash chromatography on silica gel (ethyl acetate/iso-hexane: 1/4 to 1/1) gave 3-(... Starting materials: COC(=O)C=1C(=C(C=C2C(=NNC12)Br)Cl)N (6-amino-3-bromo-5-chloro-1H-indazole-7-carboxylic acid methyl ester), COB1C2CCCC1CCC2 (9-methoxy-9-bora-bicyclo[3.3.1]nonane), solution, C[Li] (methyl lithium). The reagents and catalysts are C1=CC=C(C=C1)P(C2=CC=CC=C2)C3=CC=CC=C3.C1=CC=C(C=C1)P(C2=CC=CC=C2)C3=CC=CC=C3.[Cl-].[Cl-].[Pd+2] (bis(triphenylphosphine) palladiumI(II) dichloride). Solvent: O1CCCC1 (tetrahydrofuran), O1CCCC1 (tetrahydrofuran), C(C)OCC (diethylether). Yields the product COC(=O)C=1C(=C(C=C2C(=NNC12)C)Cl)N (6-amino-5-chloro-3-methyl-1H-indazole-7-carboxylic acid methyl ester). Yield: 66.0%. As a reaction SMILES: [CH3:1]OB1C2CCCC1CCC2.C[Li].[CH3:14][O:15][C:16]([C:18]1[C:19]([NH2:29])=[C:20]([Cl:28])[CH:21]=[C:22]2[C:26]=1[NH:25][N:24]=[C:23]2Br)=[O:17]>O1CCCC1.C(OCC)C.C1C=CC(P(C2C=CC=CC=2)C2C=CC=CC=2)=CC=1.C1C=CC(P(C2C=CC=CC=2)C2C=CC=CC=2)=CC=1.[Cl-].[Cl-].[Pd+2]>[CH3:14][O:15][C:16]([C:18]1[C:19]([NH2:29])=[C:20]([Cl:28])[CH:21]=[C:22]2[C:26]=1[NH:25][N:24]=[C:23]2[CH3:1])=[O:17] |f:5.6.7.8.9|. Procedure details: To a solution of 899 mg (5.91 mmol) of 9-methoxy-9-bora-bicyclo[3.3.1]nonane in 5 mL of anhydrous tetrahydrofuran is added dropwise 3.71 mL (5.91 mmol) of a solution 1N of methyl lithium in diethylether. After few minutes of stirring, a mixture of 6-amino-3-bromo-5-chloro-1H-indazole-7-carboxylic acid methyl ester, prepared as in step a in example 39, and 104 mg (0.15 mmol) of bis(triphenylphosphine) palladiumI(II) dichloride in 10 mL of anhydrous tetrahydrofuran is added. The reaction mixture i... Reactants: ClCC1=C(C=CC(=C1)[N+](=O)[O-])CCC (α-chloro-2-propyl-5-nitrotoluene), CC(=O)C (acetone). The product is C(C)(C)NC1=CC(=C(C=C1)CCC)C (N-Isopropyl-4-propyl-m-toluidine). As a reaction SMILES: Cl[CH2:2][C:3]1[CH:8]=[C:7]([N+:9]([O-])=O)[CH:6]=[CH:5][C:4]=1[CH2:12][CH2:13][CH3:14].[CH3:15][C:16]([CH3:18])=O>>[CH:16]([NH:9][C:7]1[CH:6]=[CH:5][C:4]([CH2:12][CH2:13][CH3:14])=[C:3]([CH3:2])[CH:8]=1)([CH3:18])[CH3:15]. Reported procedure: By the procedure of Example 1, α-chloro-2-propyl-5-nitrotoluene is reacted with acetone to afford the desired title product.